This data is from the Open Reaction Database (ORD), a public repository of structured organic reaction records. The task is: describe an organic reaction: reactants, conditions, products, and yield Reactants: CC(C)(C)[Si](C)(C)Cl, C1CCOC1, Cc1ncc(CCCO)cc1Nc1ncc2c(n1)-c1ccc(C(F)(F)F)cc1NC(=O)C2, c1c[nH]cn1. Product: Cc1ncc(CCCO[Si](C)(C)C(C)(C)C)cc1Nc1ncc2c(n1)-c1ccc(C(F)(F)F)cc1NC(=O)C2. Reaction SMILES: [C:38]([CH3:39])([CH3:40])([CH3:41])[Si:42]([CH3:43])([CH3:44])[Cl:45].[CH2:46]1[O:47][CH2:48][CH2:49][CH2:50]1.[OH:1][CH2:2][CH2:3][CH2:4][c:5]1[cH:6][c:7]([NH:12][c:13]2[n:14][cH:15][c:16]3[c:22]([n:23]2)-[c:21]2[c:20]([cH:27][c:26]([C:28]([F:29])([F:30])[F:31])[cH:25][cH:24]2)[NH:19][C:18](=[O:32])[CH2:17]3)[c:8]([CH3:11])[n:9][cH:10]1.[nH:33]1[cH:34][cH:35][n:36][cH:37]1>>[O:1]([CH2:2][CH2:3][CH2:4][c:5]1[cH:6][c:7]([NH:12][c:13]2[n:14][cH:15][c:16]3[c:22]([n:23]2)-[c:21]2[c:20]([cH:27][c:26]([C:28]([F:29])([F:30])[F:31])[cH:25][cH:24]2)[NH:19][C:18](=[O:32])[CH2:17]3)[c:8]([CH3:11])[n:9][cH:10]1)[Si:42]([C:38]([CH3:39])([CH3:40])[CH3:41])([CH3:43])[CH3:44]. Reactants: [N-]=[N+]=NCCCN1CCC(Cc2ccccc2)CC1, CO. Yields the product NCCCN1CCC(Cc2ccccc2)CC1. RXN SMILES: [CH2:1]([c:2]1[cH:3][cH:4][cH:5][cH:6][cH:7]1)[CH:8]1[CH2:9][CH2:10][N:11]([CH2:14][CH2:15][CH2:16][N:17]=[N+:18]=[N-:19])[CH2:12][CH2:13]1.[CH3:20][OH:21]>>[CH2:1]([c:2]1[cH:3][cH:4][cH:5][cH:6][cH:7]1)[CH:8]1[CH2:9][CH2:10][N:11]([CH2:14][CH2:15][CH2:16][NH2:17])[CH2:12][CH2:13]1. Reactants: C(C)(=O)Cl (Acetyl chloride), FC(C1=NC2=C(N1C1=NC(=NC(=N1)N1CCOCC1)N1CCNCC1)C=CC=C2)F (2-(2-difluoromethylbenzimidazol-1-yl)-4-morpholino-6-(piperazin-1-yl)-1,3,5-triazine), C1CCOC1 (THF). The solvent is O (water). Reaction conditions: time 22 hour. The product is C(C)(=O)N1CCN(CC1)C1=NC(=NC(=N1)N1CCOCC1)N1C(=NC2=C1C=CC=C2)C(F)F (4-(4-acetylpiperazin-1-yl)-2-(2-difluoromethylbenzimidazol-1-yl)-6-morpholino-1,3,5-triazine). The yield is 770.0%. Reaction SMILES: [C:1](Cl)(=[O:3])[CH3:2].[F:5][CH:6]([F:34])[C:7]1[N:11]([C:12]2[N:17]=[C:16]([N:18]3[CH2:23][CH2:22][O:21][CH2:20][CH2:19]3)[N:15]=[C:14]([N:24]3[CH2:29][CH2:28][NH:27][CH2:26][CH2:25]3)[N:13]=2)[C:10]2[CH:30]=[CH:31][CH:32]=[CH:33][C:9]=2[N:8]=1.C1COCC1>O>[C:1]([N:27]1[CH2:26][CH2:25][N:24]([C:14]2[N:15]=[C:16]([N:18]3[CH2:19][CH2:20][O:21][CH2:22][CH2:23]3)[N:17]=[C:12]([N:11]3[C:10]4[CH:30]=[CH:31][CH:32]=[CH:33][C:9]=4[N:8]=[C:7]3[CH:6]([F:34])[F:5])[N:13]=2)[CH2:29][CH2:28]1)(=[O:3])[CH3:2]. Reported procedure: Acetyl chloride (0.14 ml, 2.0 mmol) was added dropwise to a mixture of 2-(2-difluoromethylbenzimidazol-1-yl)-4-morpholino-6-(piperazin-1-yl)-1,3,5-triazine (417 mg, 1.0 mmol) and THF (10 ml). The reaction mixture was stirred at room temperature for 22 hours. The reaction mixture was poured into water, and extracted with dichloromethane. The extract was dried over anhydrous sodium sulfate, concentrated under vacuum, and the residue was purified by silica gel column to give the target compound 4-(... The reactants are C1(CC1)N (Cyclopropylamine), ClC1=CC=C2C=CC(=NC2=N1)N1C(C2=CC=CC=C2C1OC(=O)OC1=CC=CC=C1)=O (2-(7-chloro-1,8-naphthyridin-2-yl)-3-phenoxycarbonyloxy-isoindolin-1-one), C(C)(C)OC(C)C (Diisopropyl ether). The solvent is C(C)#N (acetonitrile). Run at temperature 20 celsius, time 20 hour. Product: ClC1=CC=C2C=CC(=NC2=N1)N1C(C2=CC=CC=C2C1OC(=O)NC1CC1)=O (2-(7-chloro-1,8-naphthyridin-2-yl)-3-cyclopropylaminocarbonyloxy-isoindolin-1-one). Isolated yield 81.4%. Reaction SMILES: [CH:1]1([NH2:4])[CH2:3][CH2:2]1.[Cl:5][C:6]1[N:15]=[C:14]2[C:9]([CH:10]=[CH:11][C:12]([N:16]3[CH:24]([O:25][C:26](OC4C=CC=CC=4)=[O:27])[C:23]4[C:18](=[CH:19][CH:20]=[CH:21][CH:22]=4)[C:17]3=[O:35])=[N:13]2)=[CH:8][CH:7]=1.C(OC(C)C)(C)C>C(#N)C>[Cl:5][C:6]1[N:15]=[C:14]2[C:9]([CH:10]=[CH:11][C:12]([N:16]3[CH:24]([O:25][C:26]([NH:4][CH:1]4[CH2:3][CH2:2]4)=[O:27])[C:23]4[C:18](=[CH:19][CH:20]=[CH:21][CH:22]=4)[C:17]3=[O:35])=[N:13]2)=[CH:8][CH:7]=1. Reported procedure: Cyclopropylamine (2.85 g.) is added to a suspension of 2-(7-chloro-1,8-naphthyridin-2-yl)-3-phenoxycarbonyloxy-isoindolin-1-one (4.3 g.) in acetonitrile (43 cc.), and the suspension obtained is stirred for 20 hours at a temperature of about 20° C. Diisopropyl ether (85 cc.) is then added, after which the insoluble product is filtered off and washed with diisopropyl ether (2 × 10 cc.). Recrystallisation from acetonitrile (130 cc.) gives 2-(7-chloro-1,8-naphthyridin-2-yl)-3-cyclopropylaminocarbony... Starting materials: CCOC(=O)Cc1ccc(O)c(OC)c1, CCC(C)O, ClCCl, c1ccc(P(c2ccccc2)c2ccccc2)cc1. The product is CCOC(=O)Cc1ccc(OC(C)CC)c(OC)c1. Reaction SMILES: [CH2:1]([CH3:2])[O:3][C:4]([CH2:5][c:6]1[cH:7][c:8]([O:13][CH3:14])[c:9]([OH:12])[cH:10][cH:11]1)=[O:15].[CH3:16][CH:17]([CH2:18][CH3:19])[OH:20].[Cl:40][CH2:41][Cl:42].[c:21]1([P:22]([c:23]2[cH:24][cH:25][cH:26][cH:27][cH:28]2)[c:29]2[cH:30][cH:31][cH:32][cH:33][cH:34]2)[cH:35][cH:36][cH:37][cH:38][cH:39]1>>[CH2:1]([CH3:2])[O:3][C:4]([CH2:5][c:6]1[cH:7][c:8]([O:13][CH3:14])[c:9]([O:12][CH:17]([CH3:16])[CH2:18][CH3:19])[cH:10][cH:11]1)=[O:15]. As a reaction SMILES: [Cl:1][C:2]1[C:10]([C:11]#[N:12])=[CH:9][CH:8]=[C:7]2[C:3]=1[CH:4]=[C:5]([CH2:13][CH2:14][CH3:15])[NH:6]2.Br[CH2:17][CH2:18][O:19][C:20]1[CH:25]=[CH:24][C:23]([F:26])=[CH:22][CH:21]=1>>[Cl:1][C:2]1[C:10]([C:11]#[N:12])=[CH:9][CH:8]=[C:7]2[C:3]=1[CH:4]=[C:5]([CH2:13][CH2:14][CH3:15])[N:6]2[CH2:17][CH2:18][O:19][C:20]1[CH:25]=[CH:24][C:23]([F:26])=[CH:22][CH:21]=1. Yields the product ClC1=C2C=C(N(C2=CC=C1C#N)CCOC1=CC=C(C=C1)F)CCC (4-Chloro-1-{2-[(4-fluorophenyl)oxy]ethyl}-2-propyl-1H-indole-5-carbonitrile). Procedure: Synthesized as described in Example 4 from 4-chloro-2-propyl-1H-indole-5-carbonitrile and 1-[(2-bromoethyl)oxy]-4-fluorobenzene: 1H NMR (400 MHz, DMSO-d6) δ 7.89 (s, 1 H), 7.80 (d, J=8.7 Hz, 1 H), 7.54 (d, J=8.5 Hz, 1 H), −7.11-6.97 (m, 2 H), 6.83-6.71 (m, 2 H), 4.64 (t, 2 H), 4.20 (t, 2 H), 2.88 (t, 2 H), 1.70-1.58 (m, 2 H), 0.94 (t, J=7.3 Hz, 3 H); MS (ES) m/z 357 (M+1). The reactants are ClC1=C2C=C(NC2=CC=C1C#N)CCC (4-chloro-2-propyl-1H-indole-5-carbonitrile), BrCCOC1=CC=C(C=C1)F (1-[(2-bromoethyl)oxy]-4-fluorobenzene). Reported procedure: To a CH2Cl2 solution of 2-Bromo-N-[3-(2-bromo-acetylamino)-5-trifluoromethyl-phenyl]-acetamide (150 mg, 0.30 mmol) at room temperature was added 3-chloroaniline (100 μL), the mixture was stirred at room temperature for 1 hour. The mixture was diluted with ethyl acetate, washed with NaHCO3 solution followed by 1 N HCl (2×) and brine. The organic layer was dried over MgSO4, filtered and stripped and the crude product was purified by flash chromatography on silica gel eluted with hexane/ethyl aceta... Yield: 92.0%. Yields the product ClC=1C=C(C=CC1)NCC(=O)NC1=CC(=CC(=C1)C(F)(F)F)NC(CNC1=CC(=CC=C1)Cl)=O (2-(3-Chloro-phenylamino)-N-(3-[2-(3-chloro-phenylamino)-acetylamino]-5-trifluoromethyl-phenyl}acetamide). Solvent: C(C)(=O)OCC (ethyl acetate). The reactants are C(Cl)Cl (CH2Cl2), BrCC(=O)NC1=CC(=CC(=C1)C(F)(F)F)NC(CBr)=O (2-Bromo-N-[3-(2-bromo-acetylamino)-5-trifluoromethyl-phenyl]-acetamide), ClC=1C=C(N)C=CC1 (3-chloroaniline). Conditions: time 1 hour. Reaction SMILES: [CH2:1]([Cl:3])Cl.Br[CH2:5][C:6]([NH:8][C:9]1[CH:14]=[C:13]([C:15]([F:18])([F:17])[F:16])[CH:12]=[C:11]([NH:19][C:20](=[O:23])[CH2:21]Br)[CH:10]=1)=[O:7].[Cl:24][C:25]1[CH:26]=[C:27]([CH:29]=[CH:30][CH:31]=1)[NH2:28]>C(OCC)(=O)C>[Cl:24][C:25]1[CH:26]=[C:27]([NH:28][CH2:5][C:6]([NH:8][C:9]2[CH:14]=[C:13]([C:15]([F:18])([F:17])[F:16])[CH:12]=[C:11]([NH:19][C:20](=[O:23])[CH2:21][NH:8][C:9]3[CH:10]=[CH:11][CH:12]=[C:1]([Cl:3])[CH:14]=3)[CH:10]=2)=[O:7])[CH:29]=[CH:30][CH:31]=1. The reactants are CC(C)O, Clc1ccc(Cl)nn1, OCC(O)CN1CCNCC1. The product is OCC(O)CN1CCN(c2ccc(Cl)nn2)CC1. Reaction SMILES: [CH:20]([OH:21])([CH3:22])[CH3:23].[Cl:12][c:13]1[n:14][n:15][c:16]([Cl:19])[cH:17][cH:18]1.[OH:1][CH:2]([CH2:3][N:4]1[CH2:5][CH2:6][NH:7][CH2:8][CH2:9]1)[CH2:10][OH:11]>>[OH:1][CH:2]([CH2:3][N:4]1[CH2:5][CH2:6][N:7]([c:16]2[n:15][n:14][c:13]([Cl:12])[cH:18][cH:17]2)[CH2:8][CH2:9]1)[CH2:10][OH:11]. Reactants: CCO, ClCc1cccnc1Cl, N#C[K], O. Product: N#CCc1cccnc1Cl. RXN SMILES: [CH3:13][CH2:14][OH:15].[Cl:4][c:5]1[n:6][cH:7][cH:8][cH:9][c:10]1[CH2:11][Cl:12].[K:1][C:2]#[N:3].[OH2:16]>>[C:2](#[N:3])[CH2:11][c:10]1[c:5]([Cl:4])[n:6][cH:7][cH:8][cH:9]1.